Dataset: the Open Reaction Database (ORD), a public repository of structured organic reaction records. Task: describe an organic reaction: reactants, conditions, products, and yield Reactants: CCCO, Cl, Nc1cc(C(F)(F)F)no1. Product: Oc1cc(C(F)(F)F)no1. Reaction SMILES: [CH2:12]([CH2:13][CH3:14])[OH:15].[ClH:1].[NH2:2][c:3]1[cH:4][c:5]([C:8]([F:9])([F:10])[F:11])[n:6][o:7]1>>[c:3]1([OH:15])[cH:4][c:5]([C:8]([F:9])([F:10])[F:11])[n:6][o:7]1. Starting materials: O=C(O)CCc1ccccc1, CCNCc1cc(C(F)(F)F)ccc1-c1cncc(CC(=O)OCC)c1. Product: CCOC(=O)Cc1cncc(-c2ccc(C(F)(F)F)cc2CN(CC)C(=O)CCc2ccccc2)c1. As a reaction SMILES: [C:27]([CH2:28][CH2:29][c:30]1[cH:31][cH:32][cH:33][cH:34][cH:35]1)(=[O:36])[OH:37].[CH2:1]([CH3:2])[O:3][C:4]([CH2:5][c:6]1[cH:7][n:8][cH:9][c:10](-[c:12]2[c:13]([CH2:22][NH:23][CH2:24][CH3:25])[cH:14][c:15]([C:18]([F:19])([F:20])[F:21])[cH:16][cH:17]2)[cH:11]1)=[O:26]>>[CH2:1]([CH3:2])[O:3][C:4]([CH2:5][c:6]1[cH:7][n:8][cH:9][c:10](-[c:12]2[c:13]([CH2:22][N:23]([CH2:24][CH3:25])[C:27]([CH2:28][CH2:29][c:30]3[cH:31][cH:32][cH:33][cH:34][cH:35]3)=[O:37])[cH:14][c:15]([C:18]([F:19])([F:20])[F:21])[cH:16][cH:17]2)[cH:11]1)=[O:26]. Starting materials: COC1CC(c2nc(C(=O)NCc3ccc(F)cc3)c(O)c(=O)n2C)N(C(=O)OCc2ccccc2)C1, CO. Product: COC1CNC(c2nc(C(=O)NCc3ccc(F)cc3)c(O)c(=O)n2C)C1. As a reaction SMILES: [CH2:1]([O:2][C:3](=[O:4])[N:11]1[CH:12]([c:18]2[n:19]([CH3:37])[c:20](=[O:36])[c:21]([OH:35])[c:22]([C:24](=[O:25])[NH:26][CH2:27][c:28]3[cH:29][cH:30][c:31]([F:34])[cH:32][cH:33]3)[n:23]2)[CH2:13][CH:14]([O:16][CH3:17])[CH2:15]1)[c:5]1[cH:6][cH:7][cH:8][cH:9][cH:10]1.[CH3:38][OH:39]>>[NH:11]1[CH:12]([c:18]2[n:19]([CH3:37])[c:20](=[O:36])[c:21]([OH:35])[c:22]([C:24](=[O:25])[NH:26][CH2:27][c:28]3[cH:29][cH:30][c:31]([F:34])[cH:32][cH:33]3)[n:23]2)[CH2:13][CH:14]([O:16][CH3:17])[CH2:15]1. Reactants: C(C)OC(=O)C=1N=CC=2N(C3=CC=CC(=C3C2C1COC)OCC1=CC=CC=C1)S(=O)(=O)C1=CC=C(C)C=C1 (5-benzyloxy-4-methoxymethyl-9-tosyl-β-carboline-3-carboxylic acid ethyl ester), C[Li] (methyllithium), [Cl-].[NH4+] (ammonium chloride). The solvent is O1CCCC1 (tetrahydrofuran). Reaction conditions: temperature -60 celsius, time 2 hour. Product: C(C)(=O)C=1N=CC=2N(C3=CC=CC(=C3C2C1COC)OCC1=CC=CC=C1)S(=O)(=O)C1=CC=C(C)C=C1 (3-Acetyl-5-benzyloxy-4-methoxymethyl-9-tosyl-β-carboline). RXN SMILES: C(O[C:4]([C:6]1[N:7]=[CH:8][C:9]2[N:10]([S:30]([C:33]3[CH:39]=[CH:38][C:36]([CH3:37])=[CH:35][CH:34]=3)(=[O:32])=[O:31])[C:11]3[C:16]([C:17]=2[C:18]=1[CH2:19][O:20][CH3:21])=[C:15]([O:22][CH2:23][C:24]1[CH:29]=[CH:28][CH:27]=[CH:26][CH:25]=1)[CH:14]=[CH:13][CH:12]=3)=[O:5])C.[CH3:40][Li].[Cl-].[NH4+]>O1CCCC1>[C:4]([C:6]1[N:7]=[CH:8][C:9]2[N:10]([S:30]([C:33]3[CH:34]=[CH:35][C:36]([CH3:37])=[CH:38][CH:39]=3)(=[O:32])=[O:31])[C:11]3[C:16]([C:17]=2[C:18]=1[CH2:19][O:20][CH3:21])=[C:15]([O:22][CH2:23][C:24]1[CH:29]=[CH:28][CH:27]=[CH:26][CH:25]=1)[CH:14]=[CH:13][CH:12]=3)(=[O:5])[CH3:40] |f:2.3|. Reported procedure: 3.3 g of 5-benzyloxy-4-methoxymethyl-9-tosyl-β-carboline-3-carboxylic acid ethyl ester is suspended in 25 ml of absolute tetrahydrofuran (THF) and cooled to -60° C. under an N2 atmosphere. To this suspension is added dropwise 5.2 ml of a 1.5-molar ethereal methyllithium solution and the mixture is stirred for another 2 hours at -60° C. After heating to room temperature, the reaction mixture is combined with saturated ammonium chloride solution and extracted with ethyl acetate. The crude product ... Reactants: COCCO (2-methoxyethanol), [H-].[Na+] (NaH), BrC=1C(=NC=C(N1)Br)N (3,5-dibromopyrazin-2-amine). The solvent is C1CCOC1 (THF). Run at temperature 0 celsius, time 3 hour. Product: BrC=1N=C(C(=NC1)N)OCCOC (5-bromo-3-(2-methoxyethoxy)pyrazin-2-amine). Reaction SMILES: [H-].[Na+].[CH3:3][O:4][CH2:5][CH2:6][OH:7].Br[C:9]1[C:10]([NH2:16])=[N:11][CH:12]=[C:13]([Br:15])[N:14]=1>C1COCC1>[Br:15][C:13]1[N:14]=[C:9]([O:7][CH2:6][CH2:5][O:4][CH3:3])[C:10]([NH2:16])=[N:11][CH:12]=1 |f:0.1|. Procedure: A flame-dried round bottom flask was charged with a suspension of 95% NaH (1.3 eq) in anhydrous THF (0.2 M). The stirring mixture was cooled to 0° C. in an ice-water bath and 2-methoxyethanol (1.2 eq) was added drop wise via syringe. After 30 min 3,5-dibromopyrazin-2-amine (1 eq) was added, the reaction was warmed to rt and stirred for 3 h. The crude mixture was quenched with saturated aqueous NH4Cl and extracted with EtOAc. The combined organic phases were washed once each with H2O and brine, t... Yields the product Cc1cc(-c2ccc(C(C)N3CCC(CCC(N)=O)(c4ccccc4)OC3=O)cc2)ccn1. Reaction SMILES: [Br:1][c:2]1[cH:3][cH:4][c:5]([CH:8]([CH3:9])[N:10]2[C:11](=[O:27])[O:12][C:13]([c:16]3[cH:17][cH:18][cH:19][cH:20][cH:21]3)([CH2:22][CH2:23][C:24](=[O:25])[NH2:26])[CH2:14][CH2:15]2)[cH:6][cH:7]1.[CH3:28][c:29]1[n:30][cH:31][cH:32][c:33]([B:35]([OH:36])[OH:37])[cH:34]1>>[c:2]1(-[c:33]2[cH:32][cH:31][n:30][c:29]([CH3:28])[cH:34]2)[cH:3][cH:4][c:5]([CH:8]([CH3:9])[N:10]2[C:11](=[O:27])[O:12][C:13]([c:16]3[cH:17][cH:18][cH:19][cH:20][cH:21]3)([CH2:22][CH2:23][C:24](=[O:25])[NH2:26])[CH2:14][CH2:15]2)[cH:6][cH:7]1. The reactants are CC(c1ccc(Br)cc1)N1CCC(CCC(N)=O)(c2ccccc2)OC1=O, Cc1cc(B(O)O)ccn1. Reactants: C(C)OC(=O)[C@@H]1CN(C[C@H]1C(=O)O)CC1=CC=CC=C1 ((3S*,4S*)-1-benzyl-pyrrolidine-3,4-dicarboxylic acid monoethyl ester), C(C)(C)(C)OC(OC(C)(C)C)=O (di-tert-butylcarbonate), CCOC(=O)C (AcOEt). Reagents/catalysts: [OH-].[OH-].[Pd+2] (Pd(OH)2/C). The solvent is CCO (EtOH). Conditions: time 5 hour. The product is C(C)OC(=O)[C@@H]1CN(C[C@H]1C(=O)O)C(=O)OC(C)(C)C ((3S*,4S*)-Pyrrolidine-1,3,4-tricarboxylic acid 1-tert-butyl ester 3-ethyl ester). RXN SMILES: [CH2:1]([O:3][C:4]([C@H:6]1[C@H:10]([C:11]([OH:13])=[O:12])[CH2:9][N:8](CC2C=CC=CC=2)[CH2:7]1)=[O:5])[CH3:2].C(O[C:26](=[O:32])[O:27][C:28]([CH3:31])([CH3:30])[CH3:29])(C)(C)C.CCOC(C)=O>CCO.[OH-].[OH-].[Pd+2]>[CH2:1]([O:3][C:4]([C@H:6]1[C@H:10]([C:11]([OH:13])=[O:12])[CH2:9][N:8]([C:26]([O:27][C:28]([CH3:29])([CH3:30])[CH3:31])=[O:32])[CH2:7]1)=[O:5])[CH3:2] |f:4.5.6|. Procedure details: A mixture of (3S*,4S*)-1-benzyl-pyrrolidine-3,4-dicarboxylic acid monoethyl ester (10 g, 36.1 mmol), di-tert-butylcarbonate (7.9 g, 39.6 mmol) and Pd(OH)2/C 20% (1 g, 50% wet) in EtOH (200 mL) is stirred under hydrogen atmosphere for 5 h. The crude material is filtered over a pad of Celite and concentrated. 1H-NMR indicates that the title compound is obtained cleanly. TLC, Rf (AcOEt)=0.17. MS (LC-MS): 286.1 [M−H]−.